From a dataset of the Open Reaction Database (ORD), a public repository of structured organic reaction records. describe an organic reaction: reactants, conditions, products, and yield Starting materials: BrC=1C(=CC2=C(C=3N(C4CC2C4)C(=C(N3)C(=O)N)C=O)C1)F (10-bromo-9-fluoro-3-formyl-6,7-dihydro-5H-5,7-methanobenzo[c]imidazo[1,2-a]azepine-2-carboxamide), C(C)(C)NC (N-Isopropylmethylamine), 9-fluoro-10-(3-hydroxy-3-methyl-but-1-ynyl)-3-[(4-methylpiperazin-1-yl)methyl]-5,6,7,12-tetrahydro-5,7-methanobenzo[c]imidazo[1,2-a]azepine-2-carboxamide. Product: BrC=1C(=CC2=C(C=3N(C4CC2C4)C(=C(N3)C(=O)N)CN(C)C(C)C)C1)F (10-bromo-9-fluoro-3-((isopropyl(methyl)amino)methyl)-6,7-dihydro-5H-5,7-methanobenzo[c]imidazo[1,2-a]azepine-2-carboxamide). Reaction SMILES: [Br:1][C:2]1[C:3]([F:22])=[CH:4][C:5]2[CH:11]3[CH2:12][CH:9]([CH2:10]3)[N:8]3[C:13]([CH:19]=O)=[C:14]([C:16]([NH2:18])=[O:17])[N:15]=[C:7]3[C:6]=2[CH:21]=1.[CH:23]([NH:26][CH3:27])([CH3:25])[CH3:24]>>[Br:1][C:2]1[C:3]([F:22])=[CH:4][C:5]2[CH:11]3[CH2:10][CH:9]([CH2:12]3)[N:8]3[C:13]([CH2:19][N:26]([CH:23]([CH3:25])[CH3:24])[CH3:27])=[C:14]([C:16]([NH2:18])=[O:17])[N:15]=[C:7]3[C:6]=2[CH:21]=1. Procedure: 10-bromo-9-fluoro-3-formyl-6,7-dihydro-5H-5,7-methanobenzo[c]imidazo[1,2-a]azepine-2-carboxamide (75 mg) was reacted with N-Isopropylmethylamine similarly to as described in the synthesis of 9-fluoro-10-(3-hydroxy-3-methyl-but-1-ynyl)-3-[(4-methylpiperazin-1-yl)methyl]-5,6,7,12-tetrahydro-5,7-methanobenzo[c]imidazo[1,2-a]azepine-2-carboxamide afford 10-bromo-9-fluoro-3-((isopropyl(methyl)amino)methyl)-6,7-dihydro-5H-5,7-methanobenzo[c]imidazo[1,2-a]azepine-2-carboxamide which was directly reacte... The reactants are CN(C)C=O, COc1cc(OC)nc(CC#N)n1, COCc1cccc(Cl)c1[N+](=O)[O-], Cl, [H-], [H][H], [Na+], O. Product: COCc1cccc(C(C#N)c2nc(OC)cc(OC)n2)c1[N+](=O)[O-]. Reaction SMILES: [CH3:32][N:33]([CH3:34])[CH:35]=[O:36].[CH3:3][O:4][c:5]1[n:6][c:7]([CH2:13][C:14]#[N:15])[n:8][c:9]([O:11][CH3:12])[cH:10]1.[Cl:18][c:19]1[c:20]([N+:28](=[O:29])[O-:30])[c:21]([CH2:25][O:26][CH3:27])[cH:22][cH:23][cH:24]1.[ClH:31].[H-:1].[H:16][H:17].[Na+:2].[OH2:37]>>[CH3:3][O:4][c:5]1[n:6][c:7]([CH:13]([C:14]#[N:15])[c:19]2[c:20]([N+:28](=[O:29])[O-:30])[c:21]([CH2:25][O:26][CH3:27])[cH:22][cH:23][cH:24]2)[n:8][c:9]([O:11][CH3:12])[cH:10]1. The reactants are BrCC=1C(=NC2=CC=C(C=C2C1)Cl)C (3-bromomethyl-6-chloro-2-methylquinoline), P(OC)(OC)OC (trimethyl phosphite). The solvent is C1(=CC=CC=C1)C (toluene). Product: ClC=1C=C2C=C(C(=NC2=CC1)C)CP(=O)(OC)OC (6-chloro-3-(dimethylphosphonomethyl)-2-methylquinoline). The yield is 100.1%. As a reaction SMILES: Br[CH2:2][C:3]1[C:4]([CH3:14])=[N:5][C:6]2[C:11]([CH:12]=1)=[CH:10][C:9]([Cl:13])=[CH:8][CH:7]=2.[P:15]([O:20]C)([O:18][CH3:19])[O:16][CH3:17]>C1(C)C=CC=CC=1>[Cl:13][C:9]1[CH:10]=[C:11]2[C:6](=[CH:7][CH:8]=1)[N:5]=[C:4]([CH3:14])[C:3]([CH2:2][P:15]([O:18][CH3:19])([O:16][CH3:17])=[O:20])=[CH:12]2. Reported procedure: A mixture of 3-bromomethyl-6-chloro-2-methylquinoline (0.85 g, 3.0 mmol) and trimethyl phosphite (1.2 ml, 9.6 mmol) was refluxed in toluene (20 ml) for 16 hours. The reaction mixture was then concentrated in vacuo and the residue was flash chromatographed on silica gel. Elution with ethyl acetate afforded 0.90 g of 6-chloro-3-(dimethylphosphonomethyl)-2-methylquinoline. The reactants are Cc1ccccc1, C=CCOC(=O)c1ncn2c1C(CC)N(C1CCCC1)c1nc(Nc3ccc(C(=O)NC)cc3OC)ncc1-2, N#Cc1ccccc1, O, c1ccc(P(c2ccccc2)(c2ccccc2)[Pd](P(c2ccccc2)(c2ccccc2)c2ccccc2)(P(c2ccccc2)(c2ccccc2)c2ccccc2)P(c2ccccc2)(c2ccccc2)c2ccccc2)cc1. Product: CCC1c2cncn2-c2cnc(Nc3ccc(C(=O)NC)cc3OC)nc2N1C1CCCC1. RXN SMILES: [CH3:49][c:50]1[cH:51][cH:52][cH:53][cH:54][cH:55]1.[CH:1]1([N:6]2[CH:7]([CH2:38][CH3:39])[c:8]3[n:9]([cH:29][n:30][c:31]3[C:32]([O:33][CH2:34][CH:35]=[CH2:36])=[O:37])-[c:10]3[cH:11][n:12][c:13]([NH:16][c:17]4[c:18]([O:27][CH3:28])[cH:19][c:20]([C:23]([NH:24][CH3:25])=[O:26])[cH:21][cH:22]4)[n:14][c:15]32)[CH2:2][CH2:3][CH2:4][CH2:5]1.[N:41]#[C:42][c:43]1[cH:44][cH:45][cH:46][cH:47][cH:48]1.[OH2:40].[cH:56]1[cH:57][cH:58][c:59]([P:60]([Pd:61]([P:62]([c:63]2[cH:64][cH:65][cH:66][cH:67][cH:68]2)([c:69]2[cH:70][cH:71][cH:72][cH:73][cH:74]2)[c:75]2[cH:76][cH:77][cH:78][cH:79][cH:80]2)([P:81]([c:82]2[cH:83][cH:84][cH:85][cH:86][cH:87]2)([c:88]2[cH:89][cH:90][cH:91][cH:92][cH:93]2)[c:94]2[cH:95][cH:96][cH:97][cH:98][cH:99]2)[P:100]([c:101]2[cH:102][cH:103][cH:104][cH:105][cH:106]2)([c:107]2[cH:108][cH:109][cH:110][cH:111][cH:112]2)[c:113]2[cH:114][cH:115][cH:116][cH:117][cH:118]2)([c:119]2[cH:120][cH:121][cH:122][cH:123][cH:124]2)[c:125]2[cH:126][cH:127][cH:128][cH:129][cH:130]2)[cH:131][cH:132]1>>[CH:1]1([N:6]2[CH:7]([CH2:38][CH3:39])[c:8]3[n:9]([cH:29][n:30][cH:31]3)-[c:10]3[cH:11][n:12][c:13]([NH:16][c:17]4[c:18]([O:27][CH3:28])[cH:19][c:20]([C:23]([NH:24][CH3:25])=[O:26])[cH:21][cH:22]4)[n:14][c:15]32)[CH2:2][CH2:3][CH2:4][CH2:5]1.